Dataset: the Open Reaction Database (ORD), a public repository of structured organic reaction records. Task: describe an organic reaction: reactants, conditions, products, and yield The reactants are C(=O)(OC(C)(C)C)N([C@@H](C)C(=O)O)C (N-Boc-N-methyl-L-alanine), NC1=C(CN)C=CC=C1 (2-aminobenzylamine), Cl.C(C)N=C=NCCCN(C)C (1-ethyl-3-(3-dimethylaminopropyl)carbodiimide hydrochloride), O.ON1N=NC2=C1C=CC=C2 (1-hydroxybenzotriazole monohydrate). The solvent is CN(C=O)C (N,N-dimethylformamide), C(C)(C)N(C(C)C)CC (N,N-diisopropylethylamine), C(C)(=O)OCC (ethyl acetate), O (water). Run at time 9 hour. The product is NC1=C(CNC([C@H](C)N(C(OC(C)(C)C)=O)C)=O)C=CC=C1 ((S)-tert-butyl (1-((2-aminobenzyl)amino)-1-oxopropan-2-yl)(methyl)carbamate). Yield: 15.5%. As a reaction SMILES: [C:1]([N:8]([CH3:14])[C@H:9]([C:11]([OH:13])=O)[CH3:10])([O:3][C:4]([CH3:7])([CH3:6])[CH3:5])=[O:2].[NH2:15][C:16]1[CH:23]=[CH:22][CH:21]=[CH:20][C:17]=1[CH2:18][NH2:19].Cl.C(N=C=NCCCN(C)C)C.O.ON1C2C=CC=CC=2N=N1>CN(C)C=O.C(N(CC)C(C)C)(C)C.C(OCC)(=O)C.O>[NH2:15][C:16]1[CH:23]=[CH:22][CH:21]=[CH:20][C:17]=1[CH2:18][NH:19][C:11](=[O:13])[C@@H:9]([N:8]([CH3:14])[C:1](=[O:2])[O:3][C:4]([CH3:5])([CH3:6])[CH3:7])[CH3:10] |f:2.3,4.5|. Procedure details: To a solution of N-Boc-N-methyl-L-alanine (200 mg), 2-aminobenzylamine (240 mg), 1-ethyl-3-(3-dimethylaminopropyl)carbodiimide hydrochloride (755 mg) and 1-hydroxybenzotriazole monohydrate (603 mg) in N,N-dimethylformamide (4 mL), N,N-diisopropylethylamine (355 μL) was added at room temperature, and the mixture was stirred at the same temperature for 9 hours. To the reaction mixture, water and ethyl acetate were added. The organic layer was separated, and the aqueous layer was extracted with eth... Starting materials: BrCC(=O)C12CC3CC(CC(C1)C3)C2 (adamantyl bromomethyl ketone), C(C1=CC=CC=C1)OC(=O)N1CC(NCC1)=O (4-benzyloxycarbonylpiperazin-2-one), [H-].[Na+] (sodium hydride), [H][H] (hydrogen). The solvent is O (water), CN(C=O)C (N,N-dimethylforamide). Conditions: time 30 minute. The product is O=C(CN1C(CNCC1)=O)C12CC3CC(CC(C1)C3)C2 (1-(2-oxo-2-(adamant-1-yl)ethyl]piperazin-2-one). Reaction SMILES: C(OC([N:11]1[CH2:16][CH2:15][NH:14][C:13](=[O:17])[CH2:12]1)=O)C1C=CC=CC=1.[H-].[Na+].[H][H].Br[CH2:23][C:24]([C:26]12[CH2:35][CH:30]3[CH2:31][CH:32]([CH2:34][CH:28]([CH2:29]3)[CH2:27]1)[CH2:33]2)=[O:25]>O.CN(C)C=O>[O:25]=[C:24]([C:26]12[CH2:35][CH:30]3[CH2:31][CH:32]([CH2:34][CH:28]([CH2:29]3)[CH2:27]1)[CH2:33]2)[CH2:23][N:14]1[CH2:15][CH2:16][NH:11][CH2:12][C:13]1=[O:17] |f:1.2|. Procedure details: To a round bottomed flask were added 4-benzyloxycarbonylpiperazin-2-one (234.26 mg, 1.0 mmol) along with N,N-dimethylforamide(5.0 ml), and sodium hydride (73.0 mg (60%), 1.0 mmol). After the evolution of hydrogen had ceased the reaction was allowed to stir for an additional 30 minutes. To this was added 1 adamantyl bromomethyl ketone(257.18 mg, 1.0 mmol). The reaction stirred at Rt. for 18 hrs. The reaction was poured into water(25ml) and extracted with ethylacetate(2×25 ml). The ethylacetate la... Reaction conditions: time 1 hour. Reagents/catalysts: CN(C=O)C (dimethylformamide). Reaction SMILES: C(Cl)(=O)C(Cl)=O.[C:7]1([CH2:17][C:18]([OH:20])=O)[C:16]2[C:11](=[CH:12][CH:13]=[CH:14][CH:15]=2)[CH:10]=[CH:9][CH:8]=1.[Cl-].[Al+3].[Cl-].[Cl-]>ClCCl.CN(C)C=O>[C:18]1(=[O:20])[C:15]2=[C:16]3[C:11](=[CH:12][CH:13]=[CH:14]2)[CH:10]=[CH:9][CH:8]=[C:7]3[CH2:17]1 |f:2.3.4.5|. Run in ClCCl (dichloromethane). Product: C1(CC2=CC=CC3=CC=CC1=C23)=O (1,2-Dihydro-1-acenaphthylenone). Procedure details: In a 1 litre three-necked flask, oxalyl chloride (2.87 ml, 3.22.10−2 mol, 1 eq.) is added dropwise, under argon, to a solution of (naphth-1-yl)acetic acid (6 g, 3.22.10−2 mol) in anhydrous dichloromethane (270 ml) at 0° C. A few drops of anhydrous dimethylformamide are then added. After 1 hour at 0° C., slight evolution of gas is still observed and the three-necked flask is left at ambient temperature for 40 minutes. After return to 0° C., aluminium chloride (11.2 g, 8.38.10−2 mol, 2.6 eq.) is a... Starting materials: [Cl-].[Al+3].[Cl-].[Cl-] (aluminium chloride), ice, C(C(=O)Cl)(=O)Cl (oxalyl chloride), C1(=CC=CC2=CC=CC=C12)CC(=O)O ((naphth-1-yl)acetic acid). The reagents and catalysts are [Pd] (Palladium on carbon). RXN SMILES: C([O:8][C:9]1[CH:10]=[C:11]2[C:16](=[CH:17][CH:18]=1)[N:15]=[C:14]([NH2:19])[C:13]1[N:20]=[C:21]3[CH2:26][O:25][CH2:24][C@H:23]([CH:27]([CH3:29])[CH3:28])[N:22]3[C:12]2=1)C1C=CC=CC=1.C(Cl)(Cl)Cl>C(O)C.[Pd]>[NH2:19][C:14]1[C:13]2[N:20]=[C:21]3[CH2:26][O:25][CH2:24][C@H:23]([CH:27]([CH3:28])[CH3:29])[N:22]3[C:12]=2[C:11]2[C:16](=[CH:17][CH:18]=[C:9]([OH:8])[CH:10]=2)[N:15]=1. Reactants: C(C1=CC=CC=C1)OC=1C=C2C3=C(C(=NC2=CC1)N)N=C1N3[C@H](COC1)C(C)C ((11S)-2-(Benzyloxy)-11-isopropyl-10,11-dihydro-8H-[1,4]oxazino[4′,3′:1,2]imidazo[4,5-c]quinolin-6-amine), C(Cl)(Cl)Cl (CHCl3). Product: NC1=NC2=CC=C(C=C2C2=C1N=C1N2[C@H](COC1)C(C)C)O ((11S)-6-amino-11-isopropyl-10,11-dihydro-8H-[1,4]oxazino[4′,3′:1,2]imidazo[4,5-c]quinolin-2-ol). Procedure details: (11S)-2-(Benzyloxy)-11-isopropyl-10,11-dihydro-8H-[1,4]oxazino[4′,3′:1,2]imidazo[4,5-c]quinolin-6-amine (530 mg, 1.36 mmol) was dissolved in ethanol (50 mL) and the solution was placed in a pressure bottle. Palladium on carbon (10%, 220 mg) was added and the reaction mixture was shaken under H2 at 48 PSI (3.3×105 Pa) for 20 hours. The reaction mixture was filtered through a pad of CELITE filter agent. The pad was rinsed with 1:1 CH2Cl2/ethanol (200 mL) and the combined filtrates were concentrate... The yield is 59.2%. Reaction conditions: time 20 hour. Solvent: C(C)O (ethanol). Starting materials: CCOC(C)=O, CO, Fc1ccc(Cc2cc(-c3ccncc3)nn2C2CN(C(c3ccccc3)c3ccccc3)C2)cc1. Product: Fc1ccc(Cc2cc(-c3ccncc3)nn2C2CNC2)cc1. Reaction SMILES: [CH3:37][CH2:38][O:39][C:40]([CH3:41])=[O:42].[CH3:43][OH:44].[c:1]1([CH:2]([c:3]2[cH:4][cH:5][cH:6][cH:7][cH:31]2)[N:8]2[CH2:9][CH:10]([n:12]3[n:13][c:14](-[c:25]4[cH:26][cH:27][n:28][cH:29][cH:30]4)[cH:15][c:16]3[CH2:17][c:18]3[cH:19][cH:20][c:21]([F:24])[cH:22][cH:23]3)[CH2:11]2)[cH:32][cH:33][cH:34][cH:35][cH:36]1>>[NH:8]1[CH2:9][CH:10]([n:12]2[n:13][c:14](-[c:25]3[cH:26][cH:27][n:28][cH:29][cH:30]3)[cH:15][c:16]2[CH2:17][c:18]2[cH:19][cH:20][c:21]([F:24])[cH:22][cH:23]2)[CH2:11]1. Reactants: O=C1CCC(=O)N1Br, CN(C)C=O, O, O=c1[nH]ccc2sc(-c3ccccc3)cc12. Product: O=c1[nH]cc(Br)c2sc(-c3ccccc3)cc12. As a reaction SMILES: [O:17]=[C:18]1[N:19]([Br:24])[C:20](=[O:21])[CH2:22][CH2:23]1.[O:26]=[CH:27][N:28]([CH3:29])[CH3:30].[OH2:25].[c:1]1(-[c:7]2[cH:8][c:9]3[c:10](=[O:16])[nH:11][cH:12][cH:13][c:14]3[s:15]2)[cH:2][cH:3][cH:4][cH:5][cH:6]1>>[c:1]1(-[c:7]2[cH:8][c:9]3[c:10](=[O:16])[nH:11][cH:12][c:13]([Br:24])[c:14]3[s:15]2)[cH:2][cH:3][cH:4][cH:5][cH:6]1.